Dataset: the Open Reaction Database (ORD), a public repository of structured organic reaction records. Task: describe an organic reaction: reactants, conditions, products, and yield Reactants: S(=O)(Cl)Cl (thionyl chloride), BrC=1N=CN(C1C(=O)O)C1=C(C=C(C=C1)C)C (4-bromo-1-(2,4-dimethylphenyl)-1H-imidazole-5-carboxylic acid). The reagents and catalysts are CN(C)C=O (DMF). Conditions: temperature 75 celsius. Yields the product Cl.BrC=1N=CN(C1C(=O)Cl)C1=C(C=C(C=C1)C)C (4-Bromo-1-(2,4-dimethylphenyl)-1H-imidazole-5-carbonyl chloride hydrochloride). As a reaction SMILES: S(Cl)([Cl:3])=O.[Br:5][C:6]1[N:7]=[CH:8][N:9]([C:14]2[CH:19]=[CH:18][C:17]([CH3:20])=[CH:16][C:15]=2[CH3:21])[C:10]=1[C:11](O)=[O:12]>CN(C=O)C>[ClH:3].[Br:5][C:6]1[N:7]=[CH:8][N:9]([C:14]2[CH:19]=[CH:18][C:17]([CH3:20])=[CH:16][C:15]=2[CH3:21])[C:10]=1[C:11]([Cl:3])=[O:12] |f:3.4|. Procedure: To 8 mL of thionyl chloride was added 1.2 g (3.9 mmol) of 4-bromo-1-(2,4-dimethylphenyl)-1H-imidazole-5-carboxylic acid and 2 drops of DMF. The solution was heated to 75° C. for 4 h. The resulting slurry was cooled to room temperature and the white precipitate was collected by filtration. The precipitate was then slurried in ethyl acetate, collected by filtration and dried to give 0.81 g of the title compound as a white solid. The original filtrate was also concentrated and slurried in ethyl ace...